Dataset: the Open Reaction Database (ORD), a public repository of structured organic reaction records. Task: describe an organic reaction: reactants, conditions, products, and yield Starting materials: CC1=NC=C2N1C(N(C2)C2CCN(CC2)C(C(C2=CC=CC=C2)NC(OC(C)(C)C)=O)=O)=O (tert-Butyl 2-(4-(5-methyl-3-oxo-1H-imidazo[1,5-c]imidazol-2(3H)-yl)-1-piperidinyl)-2-oxo-1-phenylethylcarbamate), C(C)(=O)OCC (Ethyl acetate). Solvent: Cl (hydrochloric acid). Product: NC(C(=O)N1CCC(CC1)N1C(N2C(C1)=CN=C2C)=O)C2=CC=CC=C2 (2-(1-(2-amino-2-phenylacetyl)-4-piperidinyl)-5-methyl-1,2-dihydro-3H-imidazo[1,5-c]imidazol-3-one). Isolated yield 29.8%. Reaction SMILES: [CH3:1][C:2]1[N:6]2[C:7](=[O:33])[N:8]([CH:10]3[CH2:15][CH2:14][N:13]([C:16](=[O:32])[CH:17]([NH:24]C(=O)OC(C)(C)C)[C:18]4[CH:23]=[CH:22][CH:21]=[CH:20][CH:19]=4)[CH2:12][CH2:11]3)[CH2:9][C:5]2=[CH:4][N:3]=1.C(OCC)(=O)C>Cl>[NH2:24][CH:17]([C:18]1[CH:19]=[CH:20][CH:21]=[CH:22][CH:23]=1)[C:16]([N:13]1[CH2:14][CH2:15][CH:10]([N:8]2[CH2:9][C:5]3=[CH:4][N:3]=[C:2]([CH3:1])[N:6]3[C:7]2=[O:33])[CH2:11][CH2:12]1)=[O:32]. Reported procedure: tert-Butyl 2-(4-(5-methyl-3-oxo-1H-imidazo[1,5-c]imidazol-2(3H)-yl)-1-piperidinyl)-2-oxo-1-phenylethylcarbamate (0.43 g) obtained in Example 50a) was dissolved in concentrated hydrochloric acid (1.5 ml), and mixed at room temperature for 5 minutes. Ethyl acetate was added thereto, and the reaction mixture was washed with an aqueous sodium hydrogen carbonate solution and dried over anhydrous magnesium sulfate. The solvent was distilled off under reduced pressure to obtain the title compound as co... The reactants are O=C(O)C12CCCC(C1)C1CCC2C1, O=S(Cl)Cl, c1ccccc1. Product: O=C(Cl)C12CCCC(C1)C1CCC2C1. RXN SMILES: [C:5](=[O:6])([OH:7])[C:8]12[CH:9]3[CH2:10][CH2:11][CH:12]([CH:13]([CH2:14][CH2:15][CH2:16]1)[CH2:17]2)[CH2:18]3.[S:1]([Cl:2])([Cl:3])=[O:4].[cH:19]1[cH:20][cH:21][cH:22][cH:23][cH:24]1>>[Cl:3][C:5](=[O:6])[C:8]12[CH:9]3[CH2:10][CH2:11][CH:12]([CH:13]([CH2:14][CH2:15][CH2:16]1)[CH2:17]2)[CH2:18]3. The reactants are ClCC(=O)C=1C=CC=C2C=CC(NC12)=O (8-chloroacetylcarbostyril). Run in N1=CC=CC=C1 (pyridine). Run at time 2.5 hour. The product is N1C(=O)C=CC2=CC=CC=C12 (carbostyril). RXN SMILES: ClCC([C:5]1[CH:6]=[CH:7][CH:8]=[C:9]2[C:14]=1[NH:13][C:12](=[O:15])[CH:11]=[CH:10]2)=O>N1C=CC=CC=1>[NH:13]1[C:14]2[C:9](=[CH:8][CH:7]=[CH:6][CH:5]=2)[CH:10]=[CH:11][C:12]1=[O:15]. Procedure: 30 Grams of 8-chloroacetylcarbostyril was mixed with 300 ml of pyridine and stirred at 80°-90° C. for 2.5 hours under heating. Then the reaction mixture was ice-cooled and crystals formed were collected by filtration and washed with ether. Recrystallized from methanol to obtain 40.85 g of 8-(α-pyridiniumacetyl)carbostyril chloride 1/2-hydrate. Colorless needle-like crystals. Melting point: 261.5°-264.0° C. (decomposed).